Dataset: the Open Reaction Database (ORD), a public repository of structured organic reaction records. Task: describe an organic reaction: reactants, conditions, products, and yield The product is ClC1=C(C(=O)NCC(CC2CC2)C=2C=NC(=NC2)C(F)(F)F)C=CC=C1Cl (2,3-Dichloro-N-[3-cyclopropyl-2-[2-(trifluoromethyl)pyrimidin-5-yl]propyl]benzamide). As a reaction SMILES: [Cl:1][C:2]1[C:10]([Cl:11])=[CH:9][CH:8]=[CH:7][C:3]=1[C:4]([OH:6])=O.[F:12][C:13]([F:28])([F:27])[C:14]1[N:19]=[CH:18][C:17]([CH:20]([CH2:23][CH:24]2[CH2:26][CH2:25]2)[CH2:21][NH2:22])=[CH:16][N:15]=1>>[Cl:1][C:2]1[C:10]([Cl:11])=[CH:9][CH:8]=[CH:7][C:3]=1[C:4]([NH:22][CH2:21][CH:20]([C:17]1[CH:16]=[N:15][C:14]([C:13]([F:28])([F:27])[F:12])=[N:19][CH:18]=1)[CH2:23][CH:24]1[CH2:26][CH2:25]1)=[O:6]. The reactants are ClC1=C(C(=O)O)C=CC=C1Cl (2,3-dichlorobenzoic acid), FC(C1=NC=C(C=N1)C(CN)CC1CC1)(F)F (2-(2-trifluoromethyl-pyrimidin-5-yl)-3-cyclopropyl-propylamine). Procedure details: From 2,3-dichlorobenzoic acid and 2-(2-trifluoromethyl-pyrimidin-5-yl)-3-cyclopropyl-propylamine. LCMS (MH+): m/z=418.1, tR (minutes, Method G)=2.55